The task is: describe an organic reaction: reactants, conditions, products, and yield. This data is from the Open Reaction Database (ORD), a public repository of structured organic reaction records. Starting materials: CC(=O)O, CO, Cl, CC(C)CC(N)C(=O)NC(CO)C(O)C(O)C(O)C(=O)NC(CC(=O)O)c1ccccc1, [N-]=[N+]=C(c1ccccc1)c1ccccc1. Product: CC(C)CC(N)C(=O)NC(CO)C(O)C(O)C(O)C(=O)NC(CC(=O)OC(c1ccccc1)c1ccccc1)c1ccccc1. RXN SMILES: [CH3:49][C:50](=[O:51])[OH:52].[CH3:53][OH:54].[ClH:1].[OH:2][CH:3]([C:4](=[O:5])[NH:6][CH:7]([CH2:8][C:9](=[O:10])[OH:11])[c:12]1[cH:13][cH:14][cH:15][cH:16][cH:17]1)[CH:18]([CH:19]([CH:20]([CH2:21][OH:22])[NH:23][C:24]([CH:25]([NH2:26])[CH2:27][CH:28]([CH3:29])[CH3:30])=[O:31])[OH:32])[OH:33].[c:34]1([C:40](=[N+:41]=[N-:42])[c:43]2[cH:44][cH:45][cH:46][cH:47][cH:48]2)[cH:35][cH:36][cH:37][cH:38][cH:39]1>>[OH:2][CH:3]([C:4](=[O:5])[NH:6][CH:7]([CH2:8][C:9](=[O:10])[O:11][CH:40]([c:34]1[cH:35][cH:36][cH:37][cH:38][cH:39]1)[c:43]1[cH:44][cH:45][cH:46][cH:47][cH:48]1)[c:12]1[cH:13][cH:14][cH:15][cH:16][cH:17]1)[CH:18]([CH:19]([CH:20]([CH2:21][OH:22])[NH:23][C:24]([CH:25]([NH2:26])[CH2:27][CH:28]([CH3:29])[CH3:30])=[O:31])[OH:32])[OH:33].